This data is from the Open Reaction Database (ORD), a public repository of structured organic reaction records. The task is: describe an organic reaction: reactants, conditions, products, and yield The reactants are C(=O)([O-])[O-].[K+].[K+] (K2CO3), OC(CCC#C)(C1=CC=CC=C1)C1SCCCS1 (2-(1-Hydroxy-1-phenylpent-4-ynyl)-1,3 -dithiane), N1C=NC=C1 (imidazole), Cl[Si](C)(C)C (chlorotrimethylsilane). Solvent: C(Cl)Cl (methylene chloride). Conditions: time 8 hour. Yields the product C1(=CC=CC=C1)C(CCC#C)(O[Si](C)(C)C)C1SCCCS1 (2-(1-Phenyl-1-trimethylsilyloxypent-4-ynyl)-1,3dithiane). Yield: 100.1%. As a reaction SMILES: [OH:1][C:2]([CH:13]1[S:18][CH2:17][CH2:16][CH2:15][S:14]1)([C:7]1[CH:12]=[CH:11][CH:10]=[CH:9][CH:8]=1)[CH2:3][CH2:4][C:5]#[CH:6].N1C=CN=C1.Cl[Si:25]([CH3:28])([CH3:27])[CH3:26].C([O-])([O-])=O.[K+].[K+]>C(Cl)Cl>[C:7]1([C:2]([CH:13]2[S:14][CH2:15][CH2:16][CH2:17][S:18]2)([O:1][Si:25]([CH3:28])([CH3:27])[CH3:26])[CH2:3][CH2:4][C:5]#[CH:6])[CH:12]=[CH:11][CH:10]=[CH:9][CH:8]=1 |f:3.4.5|. Reported procedure: 2-(1-Hydroxy-1-phenylpent-4-ynyl)-1,3 -dithiane (1.7 g 6.1 mmol) and 1.2 g (15 mmol) of imidazole was stirred in 25 mL of methylene chloride and 0.9 mL (15 mmol) of chlorotrimethylsilane was added. The mixture was stirred overnight when it was poured onto 20 mL of 10% aqueous K2CO3. The organics were washed with brine, dried (Na2SO4) and concentrated at reduced pressure. The residue was mixed with Celite and chromatographed on 110 g of silica (99:1, hexane:ethyl acetate, then 2% ethyl acetate) t...